Dataset: the Open Reaction Database (ORD), a public repository of structured organic reaction records. Task: describe an organic reaction: reactants, conditions, products, and yield Reactants: [C-]#N.[Na+] (sodium cyanide), [Cl-].[NH4+] (ammonium chloride), N.CO (NH3 MeOH), CC(CCN1CC(CC1)=O)(C)C (1-(3,3-dimethyl-butyl)-pyrrolidin-3-one), [O-]S(=O)(=O)[O-].[Mg+2] (MgSO4). Reaction conditions: temperature 60 celsius, time 4 hour. The product is NC1(CN(CC1)CCC(C)(C)C)C#N (3-Amino-1-(3,3-dimethyl-butyl)-pyrrolidine-3-carbonitrile). Yield: 51.0%. RXN SMILES: [C-:1]#[N:2].[Na+].[Cl-].[NH4+:5].N.CO.[CH3:9][C:10]([CH3:20])([CH3:19])[CH2:11][CH2:12][N:13]1[CH2:17][CH2:16][C:15](=O)[CH2:14]1.[O-]S([O-])(=O)=O.[Mg+2]>>[NH2:5][C:15]1([C:1]#[N:2])[CH2:16][CH2:17][N:13]([CH2:12][CH2:11][C:10]([CH3:20])([CH3:19])[CH3:9])[CH2:14]1 |f:0.1,2.3,4.5,7.8|. Procedure: To a dry 250 mL round bottom flask set with a condenser was added sodium cyanide (0.786 g, 16.03 mmol), ammonium chloride (0.904 g, 16.9 mmol) and NH3/MeOH (2.0 M, 15.36 mL, 30.7 mmol). To the mixture was added 1-(3,3-dimethyl-butyl)-pyrrolidin-3-one (2.60 g, 15.36 mmol) and MgSO4 (2.5 g). The mixture was heated at 60° C. in an oil bath and stirred for 4 h. The mixture was cooled to room temperature and filtered to remove the insolubles, the filtrate was concentrated to dryness and the residue w... Starting materials: ClC=1C=C(C(N(N1)C)=O)NC1=NC=C(C=C1)CN1CCN(CC1)C (6-Chloro-2-methyl-4-(5-((4-methylpiperazin-1-yl)methyl)pyridin-2-ylamino)pyridazin-3(2H)-one), C(C)(=O)OCC1=C(C=CC=C1B1OC(C(O1)(C)C)(C)C)N1C(C2=C(C=C(C=C2C=N1)C(C)(C)C)F)=O (2-(6-tert-butyl-8-fluoro-1-oxophthalazin-2(1H)-yl)-6-(4,4,5,5-tetramethyl-1,3,2-dioxaborolan-2-yl)benzyl acetate), CC(C)C1=CC(=C(C(=C1)C(C)C)C2=C(C=CC=C2)P(C3CCCCC3)C4CCCCC4)C(C)C (X-PHOS), P(=O)([O-])([O-])[O-].[K+].[K+].[K+] (tripotassium phosphate). The reagents and catalysts are C=1C=CC(=CC1)/C=C/C(=O)/C=C/C2=CC=CC=C2.C=1C=CC(=CC1)/C=C/C(=O)/C=C/C2=CC=CC=C2.[Pd] (bis(dibenzylideneacetone)palladium). Reaction conditions: temperature 115 celsius. The product is C(C)(C)(C)C=1C=C2C=NN(C(C2=C(C1)F)=O)C1=C(COC(C)=O)C(=CC=C1)C1=NN(C(C(=C1)NC1=NC=C(C=C1)CN1CCN(CC1)C)=O)C (Acetic acid 2-(6-tert-butyl-8-fluoro-1-oxo-1H-phthalazin-2-yl)-6-{1-methyl-5-[5-(4-methyl-piperazin-1-ylmethyl)-pyridin-2-ylamino]-6-oxo-1,6-dihydro-pyridazin-3-yl}-benzyl ester). RXN SMILES: Cl[C:2]1[CH:3]=[C:4]([NH:10][C:11]2[CH:16]=[CH:15][C:14]([CH2:17][N:18]3[CH2:23][CH2:22][N:21]([CH3:24])[CH2:20][CH2:19]3)=[CH:13][N:12]=2)[C:5](=[O:9])[N:6]([CH3:8])[N:7]=1.[C:25]([O:28][CH2:29][C:30]1[C:35](B2OC(C)(C)C(C)(C)O2)=[CH:34][CH:33]=[CH:32][C:31]=1[N:45]1[N:54]=[CH:53][C:52]2[C:47](=[C:48]([F:59])[CH:49]=[C:50]([C:55]([CH3:58])([CH3:57])[CH3:56])[CH:51]=2)[C:46]1=[O:60])(=[O:27])[CH3:26].CC(C1C=C(C(C)C)C(C2C=CC=CC=2P(C2CCCCC2)C2CCCCC2)=C(C(C)C)C=1)C.P([O-])([O-])([O-])=O.[K+].[K+].[K+]>C1C=CC(/C=C/C(/C=C/C2C=CC=CC=2)=O)=CC=1.C1C=CC(/C=C/C(/C=C/C2C=CC=CC=2)=O)=CC=1.[Pd]>[C:55]([C:50]1[CH:51]=[C:52]2[C:47](=[C:48]([F:59])[CH:49]=1)[C:46](=[O:60])[N:45]([C:31]1[CH:32]=[CH:33][CH:34]=[C:35]([C:2]3[CH:3]=[C:4]([NH:10][C:11]4[CH:16]=[CH:15][C:14]([CH2:17][N:18]5[CH2:23][CH2:22][N:21]([CH3:24])[CH2:20][CH2:19]5)=[CH:13][N:12]=4)[C:5](=[O:9])[N:6]([CH3:8])[N:7]=3)[C:30]=1[CH2:29][O:28][C:25](=[O:27])[CH3:26])[N:54]=[CH:53]2)([CH3:56])([CH3:57])[CH3:58] |f:3.4.5.6,7.8.9|. Reported procedure: 6-Chloro-2-methyl-4-(5-((4-methylpiperazin-1-yl)methyl)pyridin-2-ylamino)pyridazin-3(2H)-one (3.1 g, 8.89 mmol, Eq: 1.00), 2-(6-tert-butyl-8-fluoro-1-oxophthalazin-2(1H)-yl)-6-(4,4,5,5-tetramethyl-1,3,2-dioxaborolan-2-yl)benzyl acetate (7.69 g, 15.6 mmol, Eq: 1.75), X-PHOS (424 mg, 0.89 mmol, Eq: 0.10), bis(dibenzylideneacetone)palladium (255 mg, 0.44 mmol, Eq: 0.05) and tripotassium phosphate (4.72 g, 22.2 mmol, Eq: 2.50) were added to a large microwave vial. The vial was capped and purged. N-b... The reactants are CN(CCC(C1=CC=CC=C1)OC1=CC=C(C=C1)N)C (N,N-dimethyl-γ-(4-aminophenoxy)benzenepropanamine), CS(=O)(=O)Cl (methanesulfonylchloride). Solvent: N1=CC=CC=C1 (pyridine). Run at time 8 hour. Product: C1(=CC=CC=C1)C(CCN(C)C)OC1=CC=C(C=C1)NS(=O)(=O)C (N-{4-[1-phenyl-3-(dimethylamino)propoxy]phenyl}methanesulfonamide). As a reaction SMILES: [CH3:1][N:2]([CH3:20])[CH2:3][CH2:4][CH:5]([O:12][C:13]1[CH:18]=[CH:17][C:16]([NH2:19])=[CH:15][CH:14]=1)[C:6]1[CH:11]=[CH:10][CH:9]=[CH:8][CH:7]=1.[CH3:21][S:22](Cl)(=[O:24])=[O:23]>N1C=CC=CC=1>[C:6]1([CH:5]([O:12][C:13]2[CH:18]=[CH:17][C:16]([NH:19][S:22]([CH3:21])(=[O:24])=[O:23])=[CH:15][CH:14]=2)[CH2:4][CH2:3][N:2]([CH3:1])[CH3:20])[CH:11]=[CH:10][CH:9]=[CH:8][CH:7]=1. Reported procedure: A solution of 5.25 g of N,N-dimethyl-γ-(4-aminophenoxy)benzenepropanamine in 30 ml of pyridine cooled to 10° C. by means of an external ice bath was treated with 1.86 ml of methanesulfonylchloride under a nitrogen atmosphere. The ice bath was removed and the reaction mixture stirred at room temperature overnight. The solution was poured into 30 ml of water, treated with acid and evaporated in vacuo. The residue was purified by high pressure liquid chromatography over silica gel eluting with meth... The reactants are COc1nc2c(OC)ccc(CCNC(=O)CCSCC(=O)NCCc3ccccc3)c2s1, CO, Cl. Yields the product COc1ccc(CCNC(=O)CCSCC(=O)NCCc2ccccc2)c2sc(=O)[nH]c12. RXN SMILES: [CH3:2][O:3][c:4]1[s:5][c:6]2[c:7]([n:8]1)[c:9]([O:33][CH3:34])[cH:10][cH:11][c:12]2[CH2:13][CH2:14][NH:15][C:16]([CH2:17][CH2:18][S:19][CH2:20][C:21]([NH:22][CH2:23][CH2:24][c:25]1[cH:26][cH:27][cH:28][cH:29][cH:30]1)=[O:31])=[O:32].[CH3:35][OH:36].[ClH:1]>>[O:3]=[c:4]1[s:5][c:6]2[c:7]([nH:8]1)[c:9]([O:33][CH3:34])[cH:10][cH:11][c:12]2[CH2:13][CH2:14][NH:15][C:16]([CH2:17][CH2:18][S:19][CH2:20][C:21]([NH:22][CH2:23][CH2:24][c:25]1[cH:26][cH:27][cH:28][cH:29][cH:30]1)=[O:31])=[O:32]. Starting materials: C(C)(C)(C)C(=O)OCCC(C)OC1=CC=CC=C1 (1-tert-butylcarbonyloxy-3-phenoxybutane), C[O-].[Na+].CO (sodium methoxide methanol), ion. The solvent is CO (methanol). Conditions: temperature 55 celsius, time 9 hour. Product: O(C1=CC=CC=C1)C(CCO)C (3-phenoxy-1-butanol). The yield is 109.5%. RXN SMILES: C(C([O:7][CH2:8][CH2:9][CH:10]([O:12][C:13]1[CH:18]=[CH:17][CH:16]=[CH:15][CH:14]=1)[CH3:11])=O)(C)(C)C.C[O-].[Na+].CO>CO>[O:12]([CH:10]([CH3:11])[CH2:9][CH2:8][OH:7])[C:13]1[CH:18]=[CH:17][CH:16]=[CH:15][CH:14]=1 |f:1.2.3|. Procedure: To a solution of 4.32 g (17.3 mmol) of pivaloyl ester 26 (prepared in 30-(2)) in 90 ml of dry methanol is added 17.3 ml (17.3 mmol) of 1M sodium methoxide-methanol solution and the mixture is stirred at 55° C. for 9 hours. After cooling, 35 g of ion exchange resin IRC-50 is added and the mixture is stirred for 20 minutes. The ion exchange resin is filtrated off and the filtrate is evaporated under reduced pressure to give 3.15 g of the crude desired alcohol 27 as an oil, which is employed in the... Starting materials: C(C)(C)(C)OC(C(C(=O)O)C)=O (2-methyl-malonic acid mono-tert-butyl ester), NC1C2=C(C3=C(N(C1=O)C)C=CC=C3)C=CC=C2 (7-amino-5-methyl-5H,7H-dibenzo[b,d]azepin-6-one), OC1=CC=CC=2NN=NC21 (hydroxybenzotriazole), C(C)(C)N(CC)C(C)C (diisopropylethylamine), Cl.CN(CCCN=C=NCC)C (N-(3-dimethylaminopropyl)-N′-ethylcarbodiimide hydrochloride). Solvent: C1CCOC1 (THF). Run at time 8 hour. Yields the product C(C)(C)(C)OC(C(C(=O)NC1C2=C(C3=C(N(C1=O)C)C=CC=C3)C=CC=C2)C)=O (2-Methyl-N-(5-methyl-6-oxo-6,7-dihydro-5H-dibenzo[b,d]azepin-7-yl)-malonamic acid tert-butyl ester). RXN SMILES: [C:1]([O:5][C:6](=[O:12])[CH:7]([CH3:11])[C:8]([OH:10])=O)([CH3:4])([CH3:3])[CH3:2].[NH2:13][CH:14]1[C:20](=[O:21])[N:19]([CH3:22])[C:18]2[CH:23]=[CH:24][CH:25]=[CH:26][C:17]=2[C:16]2[CH:27]=[CH:28][CH:29]=[CH:30][C:15]1=2.OC1C2N=NNC=2C=CC=1.C(N(C(C)C)CC)(C)C.Cl.CN(C)CCCN=C=NCC>C1COCC1>[C:1]([O:5][C:6](=[O:12])[CH:7]([CH3:11])[C:8]([NH:13][CH:14]1[C:20](=[O:21])[N:19]([CH3:22])[C:18]2[CH:23]=[CH:24][CH:25]=[CH:26][C:17]=2[C:16]2[CH:27]=[CH:28][CH:29]=[CH:30][C:15]1=2)=[O:10])([CH3:2])([CH3:3])[CH3:4] |f:4.5|. Reported procedure: To a cooled solution (0° C.) of 2-methyl-malonic acid mono-tert-butyl ester (1.01 g, 5.79 mmol) and 7-amino-5-methyl-5H,7H-dibenzo[b,d]azepin-6-one (1.15 g, 4.83 mmol) in THF (8 ml) was added hydroxybenzotriazole (652 mg, 4.83 mmol), diisopropylethylamine (624 mg, 4.83 mmol)and N-(3-dimethylaminopropyl)-N′-ethylcarbodiimide hydrochloride (925 mg, 4.83 mmol), and the mixture was stirred overnight at r.t. The solvent was evaporated, the residue was taken up in ethyl acetate, washed with water, and... As a reaction SMILES: [C:1]([NH2:2])(=[O:3])[c:4]1[cH:5][o:6][c:7]2[c:8]([c:9]1=[O:10])[cH:11][c:12]([O:20][c:21]1[cH:22][cH:23][cH:24][cH:25][cH:26]1)[c:13]([NH:15][S:16](=[O:17])(=[O:18])[CH3:19])[cH:14]2.[CH3:31][N:32]([CH3:33])[CH:34]=[O:35].[S:27]([Cl:28])([Cl:29])=[O:30]>>[C:1](#[N:2])[c:4]1[cH:5][o:6][c:7]2[c:8]([c:9]1=[O:10])[cH:11][c:12]([O:20][c:21]1[cH:22][cH:23][cH:24][cH:25][cH:26]1)[c:13]([NH:15][S:16](=[O:17])(=[O:18])[CH3:19])[cH:14]2. Product: CS(=O)(=O)Nc1cc2occ(C#N)c(=O)c2cc1Oc1ccccc1. Reactants: CS(=O)(=O)Nc1cc2occ(C(N)=O)c(=O)c2cc1Oc1ccccc1, CN(C)C=O, O=S(Cl)Cl.